Dataset: the Open Reaction Database (ORD), a public repository of structured organic reaction records. Task: describe an organic reaction: reactants, conditions, products, and yield The reactants are C1(CCC1)NC=1N=NC(=CC1)C#C[Si](C)(C)C (N-cyclobutyl-6-(2-(trimethylsilyl)ethynyl)pyridazin-3-amine). Solvent: C(Cl)Cl (CH2Cl2), CCCC[N+](CCCC)(CCCC)CCCC.[F-] (TBAF). The product is C1(CCC1)NC=1N=NC(=CC1)C#C (N-Cyclobutyl-6-ethynylpyridazin-3-amine). Yield: 75.1%. Reaction SMILES: [CH:1]1([NH:5][C:6]2[N:7]=[N:8][C:9]([C:12]#[C:13][Si](C)(C)C)=[CH:10][CH:11]=2)[CH2:4][CH2:3][CH2:2]1>C(Cl)Cl.CCCC[N+](CCCC)(CCCC)CCCC.[F-]>[CH:1]1([NH:5][C:6]2[N:7]=[N:8][C:9]([C:12]#[CH:13])=[CH:10][CH:11]=2)[CH2:4][CH2:3][CH2:2]1 |f:2.3|. Reported procedure: Into a solution of N-cyclobutyl-6-(2-(trimethylsilyl)ethynyl)pyridazin-3-amine (0.49 g, 2 mmol) in CH2Cl2, TBAF was added. The reaction was monitored by TLC. The reaction mixture was concentrated and the residue obtained was purified by silica gel chromatography (eluent: 30% ethyl acetate in n-hexane, ethyl acetate was added 0.5% Et3N) to give an off-white solid (0.26 g, 75.1%). 1H NMR (300 MHz, CDCl3) δ: 7.26-7.29 (1H, d, J=9.0 Hz), 6.51-6.54 (1H, d, J=9.0 Hz), 5.57 (1H, s), 4.17-4.24 (1H, m), ...